From a dataset of the Open Reaction Database (ORD), a public repository of structured organic reaction records. describe an organic reaction: reactants, conditions, products, and yield The reactants are C(C)O[C@@H]1[C@H](C[C@@H]2CC[C@H]3[C@@H]4CC/C(=C/C)/[C@]4(CC([C@@H]3[C@]2(C1)C)=NO)C)O ((Z)-2β-ethoxy-3α-hydroxy-5α-pregn-17(20)-en-11-one 11-oxime), Na, O (water). Run in C(CC)O (propan-1-ol). Product: N[C@H]1[C@@H]2[C@]3(C[C@@H]([C@H](C[C@@H]3CC[C@H]2[C@@H]2CC/C(=C/C)/[C@]2(C1)C)O)OCC)C ((Z)-11α-Amino-2β-ethoxy-5α-pregn-17(20)-en-3α-ol). Reaction SMILES: [CH2:1]([O:3][C@H:4]1[CH2:22][C@@:21]2([CH3:23])[C@@H:7]([CH2:8][CH2:9][C@@H:10]3[C@@H:20]2[C:19](=[N:24]O)[CH2:18][C@@:17]2([CH3:26])[C@H:11]3[CH2:12][CH2:13]/[C:14]/2=[CH:15]/[CH3:16])[CH2:6][C@@H:5]1[OH:27])[CH3:2].O>C(O)CC>[NH2:24][C@@H:19]1[CH2:18][C@@:17]2([CH3:26])[C@@H:11]([CH2:12][CH2:13]/[C:14]/2=[CH:15]/[CH3:16])[C@H:10]2[C@H:20]1[C@:21]1([CH3:23])[C@@H:7]([CH2:8][CH2:9]2)[CH2:6][C@H:5]([OH:27])[C@@H:4]([O:3][CH2:1][CH3:2])[CH2:22]1. Procedure: A refluxing solution (under nitrogen) of (Z)-2β-ethoxy-3α-hydroxy-5α-pregn-17(20)-en-11-one 11-oxime (450 mg) in propan-1-ol (15 ml) was treated with pieces of Na (450 mg). When there was no trace of Na left the mixture was added to chilled water to give a fine precipitate which was collected by filtration. Reactants: C=CCBr, CCOC(C)=O, OCc1cc(I)c(O)c(Cl)n1, [H-], [Na+], CN(C)C=O. Product: C=CCOc1c(I)cc(CO)nc1Cl. RXN SMILES: [CH2:14]([CH:15]=[CH2:16])[Br:17].[CH3:23][CH2:24][O:25][C:26]([CH3:27])=[O:28].[Cl:1][c:2]1[n:3][c:4]([CH2:10][OH:11])[cH:5][c:6]([I:9])[c:7]1[OH:8].[H-:12].[Na+:13].[O:18]=[CH:19][N:20]([CH3:21])[CH3:22]>>[Cl:1][c:2]1[n:3][c:4]([CH2:10][OH:11])[cH:5][c:6]([I:9])[c:7]1[O:8][CH2:16][CH:15]=[CH2:14]. Procedure details: To a mixture of 7-ethyl-6-hydroxy-5-methylspiro[chroman-2,1′-cyclobutan]-4-one O-methyl oxime (530 mg) and BH3 pyridine complex (8 M, 2 mL) at 0° C., was added a solution of HCl in dioxane (4 M, 8 mL) at 1.5 mL/h. The mixture was cooled with ice-water bath, water was added to quench it, and extracted with ethyl acetate. The organic layer was washed with water, dried, and evaporated. The residue was purified by silica gel column eluting with 10% ethyl acetate in hexane, giving 7-ethyl-4-(hydroxy(... Product: C(C)C1=C(C(=C2C(CC3(CCC3)OC2=C1)N(C)O)C)O (7-ethyl-4-(hydroxy(methyl)amino)-5-methylspiro[chroman-2,1′-cyclobutan]-6-ol). Reactants: CON=C1CC2(CCC2)OC2=CC(=C(C(=C12)C)O)CC (7-ethyl-6-hydroxy-5-methylspiro[chroman-2,1′-cyclobutan]-4-one O-methyl oxime), Cl (HCl), O1CCOCC1 (dioxane), O (water). RXN SMILES: C[O:2][N:3]=[C:4]1[C:16]2[C:11](=[CH:12][C:13]([CH2:19][CH3:20])=[C:14]([OH:18])[C:15]=2[CH3:17])[O:10][C:6]2([CH2:9][CH2:8][CH2:7]2)[CH2:5]1.Cl.O.O1CCOC[CH2:24]1>>[CH2:19]([C:13]1[CH:12]=[C:11]2[C:16]([CH:4]([N:3]([OH:2])[CH3:24])[CH2:5][C:6]3([O:10]2)[CH2:9][CH2:8][CH2:7]3)=[C:15]([CH3:17])[C:14]=1[OH:18])[CH3:20]. The reactants are FC1=CC(=C(C2=C1C(OC2)=O)C)C2OC2 (7-Fluoro-4-methyl-5-oxiran-2-yl-2-benzofuran-1(3H)-one), N1CCNCC1 (piperazine). Product: N1(CCN(CC1)CC(O)C1=C(C2=C(C(OC2)=O)C(=C1)F)C)CC(O)C1=C(C2=C(C(OC2)=O)C(=C1)F)C (5,5′-[piperazine-1,4-diylbis(1-hydroxyethane-2,1-diyl)]bis(7-fluoro-4-methyl-2-benzofuran-1(3H)-one)). As a reaction SMILES: [F:1][C:2]1[C:7]2[C:8](=[O:11])[O:9][CH2:10][C:6]=2[C:5]([CH3:12])=[C:4]([CH:13]2[CH2:15][O:14]2)[CH:3]=1.[NH:16]1[CH2:21][CH2:20][NH:19][CH2:18][CH2:17]1>>[N:16]1([CH2:15][CH:13]([C:4]2[CH:3]=[C:2]([F:1])[C:7]3[C:8](=[O:11])[O:9][CH2:10][C:6]=3[C:5]=2[CH3:12])[OH:14])[CH2:21][CH2:20][N:19]([CH2:15][CH:13]([C:4]2[CH:3]=[C:2]([F:1])[C:7]3[C:8](=[O:11])[O:9][CH2:10][C:6]=3[C:5]=2[CH3:12])[OH:14])[CH2:18][CH2:17]1. Reported procedure: 5,5′-[piperazine-1,4-diylbis(1-hydroxyethane-2,1-diyl)]bis(7-fluoro-4-methyl-2-benzofuran-1(3H)-one) was prepared in a similar fashion to that described for the synthesis of EXAMPLE 2 starting from 7-Fluoro-4-methyl-5-oxiran-2-yl-2-benzofuran-1(3H)-one and piperazine. Reactants: ClC=1C=C(C=CC1)N=C=S (3-chlorophenylisothiocyanate), N1=CC=CC2=CC=CC=C12 (quinoline), C(C)O (ethanol). Yields the product ClC=1C=C(C=CC1)NC(OCC)=S (O-Ethyl (3-Chlorophenyl)-thiocarbamate). As a reaction SMILES: [Cl:1][C:2]1[CH:3]=[C:4]([N:8]=[C:9]=[S:10])[CH:5]=[CH:6][CH:7]=1.N1C2C(=CC=CC=2)C=CC=1.[CH2:21]([OH:23])[CH3:22]>>[Cl:1][C:2]1[CH:3]=[C:4]([NH:8][C:9](=[S:10])[O:23][CH2:21][CH3:22])[CH:5]=[CH:6][CH:7]=1. Reported procedure: A mixture of 45.5 gm (0.268 mol) of 3-chlorophenylisothiocyanate, 200 ml of anhydrous ethanol and 1 ml of quinoline was refluxed for 48 hours. Then, the reaction mixture was evaporated in an aspirator vacuum, the residue was taken up in ether, and the resulting solution was washed first with 5% hydrochloric acid and then thoroughly with water, dried, and evaporated again. After recrystallization from methanol/water, 49.5 gm (86% of theory) of colorless crystals with a melting point of 78°-79° C.... The reactants are C(C)(C)NC(C)C (diisopropylamine), C1=C2C=3C(CCCC3N3C2=C(C=C1)CCC3)=O (5,6,9,10-tetrahydro-4H-pyrido[3,2,1-jk]carbazol-11(8H)-one), C(CCC)[Li] (n-Butyllithium), CC1=C(N=CN1C(C1=CC=CC=C1)(C1=CC=CC=C1)C1=CC=CC=C1)C=O (5-methyl-1-(triphenylmethyl)-1H-imidazole-4-carboxaldehyde), C1(=CC=C(C=C1)S(=O)(=O)O)C (p-toluenesulphonic acid). Solvent: C1CCOC1 (THF), C1CCOC1 (THF), C1CCOC1 (THF), C(C)(=O)O (acetic acid). Reaction conditions: time 30 minute. Product: CC1=C(N=CN1)\C=C\1/CCC=2N3C4=C(C=CC=C4C2C1=O)CCC3 ((E)-5,6,9,10-Tetrahydro-10-[(5-methyl-1H-imidazol-4-yl)methylene]-4H-pyrido[3,2,1-jk]carbazol-11(8H)-one). Isolated yield 220.1%. RXN SMILES: C([Li])CCC.C(NC(C)C)(C)C.[CH:13]1[CH:25]=[CH:24][C:23]2[CH2:26][CH2:27][CH2:28][N:21]3[C:22]=2[C:14]=1[C:15]1[C:16](=[O:29])[CH2:17][CH2:18][CH2:19][C:20]=13.[CH3:30][C:31]1[N:35](C(C2C=CC=CC=2)(C2C=CC=CC=2)C2C=CC=CC=2)[CH:34]=[N:33][C:32]=1[CH:55]=O.C1(C)C=CC(S(O)(=O)=O)=CC=1>C1COCC1.C(O)(=O)C>[CH3:30][C:31]1[NH:35][CH:34]=[N:33][C:32]=1/[CH:55]=[C:17]1\[CH2:18][CH2:19][C:20]2[N:21]3[CH2:28][CH2:27][CH2:26][C:23]4[CH:24]=[CH:25][CH:13]=[C:14]([C:15]=2[C:16]\1=[O:29])[C:22]3=4. Procedure: n-Butyllithium (1.73M in hexane; 4.14 ml) was added dropwise to a cold (-70°) stirred solution of diisopropylamine (1 ml) in dry THF (10 ml) under nitrogen. The resulting solution was stirred at 0° for 30 min, cooled to -70° and added dropwise to a cold (-70°) stirred suspension of 5,6,9,10-tetrahydro-4H-pyrido[3,2,1-jk]carbazol-11(8H)-one (645 mg) in dry THF (20 ml) under nitrogen. The solution was allowed to reach 0° over 1 h, cooled to -70° and a solution of 5-methyl-1-(triphenylmethyl)-1H-im...